describe an organic reaction: reactants, conditions, products, and yield From a dataset of the Open Reaction Database (ORD), a public repository of structured organic reaction records. Reactants: ClC1=C(N=NC2=CC(=C(C=C12)OC)OC)C(=O)OCC (Ethyl 4-chloro-6,7-dimethoxycinnoline-3-carboxylate), C(C)O (ethanol), FC1=C(N)C=CC(=C1)F (2,4-difluoroaniline), C(C)(=O)O (acetic acid). Solvent: N (ammonia). Reaction conditions: temperature 75 celsius. Product: FC1=C(C=CC(=C1)F)NC1=C(N=NC2=CC(=C(C=C12)OC)OC)C(=O)OCC (Ethyl 4-[(2,4-difluorophenyl)amino]-6,7-dimethoxycinnoline-3-carboxylate). Yield: 87.9%. As a reaction SMILES: Cl[C:2]1[C:11]2[C:6](=[CH:7][C:8]([O:14][CH3:15])=[C:9]([O:12][CH3:13])[CH:10]=2)[N:5]=[N:4][C:3]=1[C:16]([O:18][CH2:19][CH3:20])=[O:17].C(O)C.[F:24][C:25]1[CH:31]=[C:30]([F:32])[CH:29]=[CH:28][C:26]=1[NH2:27].C(O)(=O)C>N>[F:24][C:25]1[CH:31]=[C:30]([F:32])[CH:29]=[CH:28][C:26]=1[NH:27][C:2]1[C:11]2[C:6](=[CH:7][C:8]([O:14][CH3:15])=[C:9]([O:12][CH3:13])[CH:10]=2)[N:5]=[N:4][C:3]=1[C:16]([O:18][CH2:19][CH3:20])=[O:17]. Reported procedure: To a 50 mL round bottom flask charged with a magnetic stir bar and ethyl 4-chloro-6,7-dimethoxycinnoline-3-carboxylate (0.200 g, 0.675 mmol) (Method 7) was added anhydrous ethanol (10 mL), 2,4-difluoroaniline (0.087 g, 0.675 mmol), and glacial acetic acid (˜100 μL). The reaction mixture was then heated to 75° C. for 1 h, cooled to rt, and diluted with concentrated aqueous ammonia (˜5 mL). The crude product precipitated from this reaction mixture and was collected via vacuum filtration using a Bu... The reactants are CSC(CCOS(C)(=O)=O)C(F)(F)F, CS(C)=O, Cl, COC(=O)CS(=O)(=O)CCC(F)(F)F, [H-], [Na+]. Yields the product COC(=O)C(CCC(SC)C(F)(F)F)S(=O)(=O)CCC(F)(F)F. As a reaction SMILES: [CH3:1][S:2]([O:3][CH2:6][CH2:7][CH:8]([C:9]([F:10])([F:11])[F:12])[S:13][CH3:14])(=[O:4])=[O:5].[CH3:32][S:33](=[O:34])[CH3:35].[ClH:31].[F:15][C:16]([CH2:17][CH2:18][S:19](=[O:20])(=[O:21])[CH2:22][C:23](=[O:24])[O:25][CH3:26])([F:27])[F:28].[H-:29].[Na+:30]>>[CH2:6]([CH2:7][CH:8]([C:9]([F:10])([F:11])[F:12])[S:13][CH3:14])[CH:22]([S:19]([CH2:18][CH2:17][C:16]([F:15])([F:27])[F:28])(=[O:20])=[O:21])[C:23](=[O:24])[O:25][CH3:26]. Reactants: S(O)(O)(=O)=O (sulfuric acid), OC(C)(C)C1OC2=C(C1)C=C(C(=C2)OC)O (2,3-dihydro-2-(1-hydroxy-1-methylethyl)-6-methoxy-5-benzofuranol), ice water. Run at time 10 minute. Yields the product OC=1C(=CC2=C(C=C(O2)C(C)C)C1)OC (5-hydroxy-6-methoxy-2-(1-methylethyl)benzofuran). The yield is 43.5%. RXN SMILES: S(=O)(=O)(O)O.O[C:7]([CH:10]1[CH2:14][C:13]2[CH:15]=[C:16]([OH:21])[C:17]([O:19][CH3:20])=[CH:18][C:12]=2[O:11]1)([CH3:9])[CH3:8]>>[OH:21][C:16]1[C:17]([O:19][CH3:20])=[CH:18][C:12]2[O:11][C:10]([CH:7]([CH3:9])[CH3:8])=[CH:14][C:13]=2[CH:15]=1. Procedure details: To a solution of conc. sulfuric acid (1 ml) was added 2,3-dihydro-2-(1-hydroxy-1-methylethyl)-6-methoxy-5-benzofuranol (50 mg) in several portions during a period of few minutes. The mixture was stirred for 10 minutes at ambient temperature and poured into ice water. The separated oil was extracted with methylene chloride. The organic layer was washed with water, dried, and concentrated in vacuo. The residue was purified by column chromatography on silica gel (n-hexane/methylene chloride =1/1) t... The reactants are CS(=O)(=O)c1cc(Br)ccc1C(=O)N1CCN(c2ncc(C3CC3)cc2C2CC2)CC1, COCC1COC(=O)N1. The product is COCC1COC(=O)N1c1ccc(C(=O)N2CCN(c3ncc(C4CC4)cc3C3CC3)CC2)c(S(C)(=O)=O)c1. Reaction SMILES: [Br:1][c:2]1[cH:3][c:4]([S:28](=[O:29])(=[O:30])[CH3:31])[c:5]([C:8](=[O:9])[N:10]2[CH2:11][CH2:12][N:13]([c:16]3[n:17][cH:18][c:19]([CH:25]4[CH2:26][CH2:27]4)[cH:20][c:21]3[CH:22]3[CH2:23][CH2:24]3)[CH2:14][CH2:15]2)[cH:6][cH:7]1.[CH3:32][O:33][CH2:34][CH:35]1[NH:36][C:37](=[O:40])[O:38][CH2:39]1>>[c:2]1([N:36]2[CH:35]([CH2:34][O:33][CH3:32])[CH2:39][O:38][C:37]2=[O:40])[cH:3][c:4]([S:28](=[O:29])(=[O:30])[CH3:31])[c:5]([C:8](=[O:9])[N:10]2[CH2:11][CH2:12][N:13]([c:16]3[n:17][cH:18][c:19]([CH:25]4[CH2:26][CH2:27]4)[cH:20][c:21]3[CH:22]3[CH2:23][CH2:24]3)[CH2:14][CH2:15]2)[cH:6][cH:7]1. Reactants: COc1ccc(COc2c3c(c(OC)c4cccnc24)CNC3=O)cc1, CN(C)C=O, CC(=O)O, ClCc1cc(Cl)cc(Cl)c1, [H-], [I-], [Na+], [Na+]. Yields the product COc1ccc(COc2c3c(c(OC)c4cccnc24)CN(Cc2cc(Cl)cc(Cl)c2)C3=O)cc1. As a reaction SMILES: [CH3:1][O:2][c:3]1[c:4]2[cH:5][cH:6][cH:7][n:8][c:9]2[c:10]([O:17][CH2:18][c:19]2[cH:20][cH:21][c:22]([O:25][CH3:26])[cH:23][cH:24]2)[c:11]2[c:12]1[CH2:13][NH:14][C:15]2=[O:16].[CH3:41][N:42]([CH3:43])[CH:44]=[O:45].[CH3:46][C:47](=[O:48])[OH:49].[Cl:29][c:30]1[cH:31][c:32]([CH2:33][Cl:34])[cH:35][c:36]([Cl:38])[cH:37]1.[H-:27].[I-:40].[Na+:28].[Na+:39]>>[CH3:1][O:2][c:3]1[c:4]2[cH:5][cH:6][cH:7][n:8][c:9]2[c:10]([O:17][CH2:18][c:19]2[cH:20][cH:21][c:22]([O:25][CH3:26])[cH:23][cH:24]2)[c:11]2[c:12]1[CH2:13][N:14]([CH2:33][c:32]1[cH:31][c:30]([Cl:29])[cH:37][c:36]([Cl:38])[cH:35]1)[C:15]2=[O:16]. Reactants: CC(C)([O-])C.[K+] (potassium tert.butoxide), CS(=O)(=O)NC1=CC=C(C=C1)[N+](=O)[O-] (N-methylsulphonyl-4-nitroaniline), BrCC#N (bromoacetonitrile). The solvent is CS(=O)C (DMSO). Run at time 3 hour. Product: C(#N)CN(C1=CC=C(C=C1)[N+](=O)[O-])S(=O)(=O)C (N-cyanomethyl-N-methylsulphonyl-4-nitroaniline). RXN SMILES: [CH3:1][S:2]([NH:5][C:6]1[CH:11]=[CH:10][C:9]([N+:12]([O-:14])=[O:13])=[CH:8][CH:7]=1)(=[O:4])=[O:3].CC(C)([O-])C.[K+].Br[CH2:22][C:23]#[N:24]>CS(C)=O>[C:23]([CH2:22][N:5]([S:2]([CH3:1])(=[O:3])=[O:4])[C:6]1[CH:7]=[CH:8][C:9]([N+:12]([O-:14])=[O:13])=[CH:10][CH:11]=1)#[N:24] |f:1.2|. Procedure details: 3.24 g (15 mmol) of N-methylsulphonyl-4-nitroaniline are dissolved in 25 ml of DMSO and a total of 2.0 g (18 mmol) of potassium tert.butoxide are added batchwise. After 1 hour stirring at ambient temperature 2.7 g (23 mmol) of bromoacetonitrile are added dropwise. After 3 hours stirring at ambient temperature the mixture is poured onto ice water and extracted with ethyl acetate. The organic phase is washed with water and the solvent is eliminated in vacuo. The residue thus obtained is recrystall... Reactants: FC(C1=CC=C(C=O)C=C1)(F)F (4-trifluoromethylbenzaldehyde), C(C)(=O)C1=CC=CC=C1 (acetophenone). The product is C1(=CC=CC=C1)C(C=CC1=CC=C(C=C1)C(F)(F)F)=O (1-phenyl-3-[4-(trifluoromethyl)phenyl]prop-2-en-1-one). Reaction SMILES: [F:1][C:2]([F:12])([F:11])[C:3]1[CH:10]=[CH:9][C:6]([CH:7]=O)=[CH:5][CH:4]=1.[C:13]([C:16]1[CH:21]=[CH:20][CH:19]=[CH:18][CH:17]=1)(=[O:15])[CH3:14]>>[C:16]1([C:13](=[O:15])[CH:14]=[CH:7][C:6]2[CH:9]=[CH:10][C:3]([C:2]([F:12])([F:11])[F:1])=[CH:4][CH:5]=2)[CH:21]=[CH:20][CH:19]=[CH:18][CH:17]=1. Reported procedure: By a procedure similar to that of example 1.59.1, starting from 4-trifluoromethylbenzaldehyde and acetophenone, 1-phenyl-3-[4-(trifluoromethyl)phenyl]prop-2-en-1-one was obtained as yellow solid. Reactants: Intermediate 23, ClC1=C(C=NN1C)[N+](=O)[O-] (5-chloro-1-methyl-4-nitro-1H-pyrazole), C[C@@H]1CN(CCN1)C(=O)OC(C)(C)C ((R)-tert-butyl 3-methyl-piperazine-1-carboxylate). Product: C[C@H]1N(CCN(C1)C)C1=C(C=NN1C)N ((R)-5-(2,4-dimethylpiperazin-1-yl)-1-methyl-1H-pyrazol-4-amine). RXN SMILES: Cl[C:2]1[N:6]([CH3:7])[N:5]=[CH:4][C:3]=1[N+:8]([O-])=O.[CH3:11][C@H:12]1[NH:17][CH2:16][CH2:15][N:14]([C:18](OC(C)(C)C)=O)[CH2:13]1>>[CH3:11][C@@H:12]1[CH2:13][N:14]([CH3:18])[CH2:15][CH2:16][N:17]1[C:2]1[N:6]([CH3:7])[N:5]=[CH:4][C:3]=1[NH2:8]. Procedure: Following the procedure for Intermediate 23 starting with 5-chloro-1-methyl-4-nitro-1H-pyrazole from Example 1 and (R)-tert-butyl 3-methyl-piperazine-1-carboxylate gave (R)-5-(2,4-dimethylpiperazin-1-yl)-1-methyl-1H-pyrazol-4-amine as a brown solid (94 mg, 62% over four steps). 1H NMR (400 MHz, CDCl3) δ 7.07 (s, 1H), 3.66 (s, 3H), 3.59-3.44 (m, 2H), 2.99-2.86 (m, 3H), 2.46-2.31 (m, 4H), 2.03 (t, J=10.7 Hz, 1H), 0.87 (d, J=6.3 Hz, 3H). Exchangeable NH2 not observed. Reactants: CCO, CCOC(=O)c1ncn(-c2ccc(Cl)cc2)c1C(F)(F)F, [Na+], [OH-], O. The product is O=C(O)c1ncn(-c2ccc(Cl)cc2)c1C(F)(F)F. As a reaction SMILES: [CH3:24][CH2:25][OH:26].[Cl:1][c:2]1[cH:3][cH:4][c:5](-[n:8]2[cH:9][n:10][c:11]([C:17](=[O:18])[O:19][CH2:20][CH3:21])[c:12]2[C:13]([F:14])([F:15])[F:16])[cH:6][cH:7]1.[Na+:23].[OH-:22].[OH2:27]>>[Cl:1][c:2]1[cH:3][cH:4][c:5](-[n:8]2[cH:9][n:10][c:11]([C:17](=[O:18])[OH:19])[c:12]2[C:13]([F:14])([F:15])[F:16])[cH:6][cH:7]1.